The task is: describe an organic reaction: reactants, conditions, products, and yield. This data is from the Open Reaction Database (ORD), a public repository of structured organic reaction records. Product: CCOC(=O)CCSc1cnc(N)s1. RXN SMILES: [Br:1][c:2]1[cH:3][n:4][c:5]([NH2:7])[s:6]1.[CH2:14]([CH3:15])[O:16][C:17]([CH2:18][CH2:19][SH:20])=[O:21].[K+:8].[K+:9].[O-:10][C:11]([O-:12])=[O:13].[O:23]=[CH:24][N:25]([CH3:26])[CH3:27].[OH2:22]>>[c:2]1([S:20][CH2:19][CH2:18][C:17]([O:16][CH2:14][CH3:15])=[O:21])[cH:3][n:4][c:5]([NH2:7])[s:6]1. Starting materials: Nc1ncc(Br)s1, CCOC(=O)CCS, [K+], [K+], O=C([O-])[O-], CN(C)C=O, O. Reactants: N1C=NC=C1 (imidazole), ClC=1N=C(C2=C(N1)SC(=C2)[N+](=O)[O-])NCC2=CC(=CC=C2)[N+](=O)[O-] (2-chloro-6-nitro-4-(3-nitrobenzylamino)-thieno-[2,3-d]-pyrimidine). Product: N1(C=NC=C1)C=1N=C(C2=C(N1)SC(=C2)[N+](=O)[O-])NCC2=CC(=CC=C2)[N+](=O)[O-] (2-(imidazol-1-yl)-6-nitro-4-(3-nitrobenzylamino)-thieno-[2,3-d]-pyrimidine). Reaction SMILES: [NH:1]1[CH:5]=[CH:4][N:3]=[CH:2]1.Cl[C:7]1[N:8]=[C:9]([NH:19][CH2:20][C:21]2[CH:26]=[CH:25][CH:24]=[C:23]([N+:27]([O-:29])=[O:28])[CH:22]=2)[C:10]2[CH:15]=[C:14]([N+:16]([O-:18])=[O:17])[S:13][C:11]=2[N:12]=1>>[N:1]1([C:7]2[N:8]=[C:9]([NH:19][CH2:20][C:21]3[CH:26]=[CH:25][CH:24]=[C:23]([N+:27]([O-:29])=[O:28])[CH:22]=3)[C:10]3[CH:15]=[C:14]([N+:16]([O-:18])=[O:17])[S:13][C:11]=3[N:12]=2)[CH:5]=[CH:4][N:3]=[CH:2]1. Procedure details: Following the procedure of Example 97, the reaction of imidazole with 2-chloro-6-nitro-4-(3-nitrobenzylamino)-thieno-[2,3-d]-pyrimidine gives 2-(imidazol-1-yl)-6-nitro-4-(3-nitrobenzylamino)-thieno-[2,3-d]-pyrimidine.